From a dataset of the Open Reaction Database (ORD), a public repository of structured organic reaction records. describe an organic reaction: reactants, conditions, products, and yield The reactants are C(C1=CC=CC=C1)C=1SC=C(N1)C1=CC=NC=C1 (2-benzyl-4-(4-pyridyl)thiazole), ClC1=CC(=CC=C1)C(=O)OO (m-chloroperbenzoic acid), ClC1=CC(=CC=C1)C(=O)OO (m-chloroperbenzoic acid). Solvent: C(Cl)Cl (methylene chloride), C(Cl)Cl (methylene chloride). Conditions: time 8 hour. Product: C1(=CC=CC=C1)CC=1SC=C(N1)C1=CC=[N+](C=C1)[O-] (4-[2-(phenylmethyl)-4-thiazolyl]pyridine-1-oxide). Yield: 95.0%. As a reaction SMILES: ClC1C=CC=C(C(OO)=[O:9])C=1.[CH2:12]([C:19]1[S:20][CH:21]=[C:22]([C:24]2[CH:29]=[CH:28][N:27]=[CH:26][CH:25]=2)[N:23]=1)[C:13]1[CH:18]=[CH:17][CH:16]=[CH:15][CH:14]=1>C(Cl)Cl>[C:13]1([CH2:12][C:19]2[S:20][CH:21]=[C:22]([C:24]3[CH:25]=[CH:26][N+:27]([O-:9])=[CH:28][CH:29]=3)[N:23]=2)[CH:14]=[CH:15][CH:16]=[CH:17][CH:18]=1. Procedure details: To a suspension of m-chloroperbenzoic acid (14.5 g) in dry methylene chloride (150 mL) was added a solution of 2-benzyl-4-(4-pyridyl)thiazole (15.1 g, 0.06 mol) in methylene chloride (125 mL) over thirty minutes. The mixture was allowed to stir overnight at room temperature then an additional portion of m-chloroperbenzoic acid (3.00 g) was added. After an additional six hours of stirring the mixture was extracted with saturated sodium bicarbonate (3×100 mL). The organic layer was dried over sodi...